This data is from the Open Reaction Database (ORD), a public repository of structured organic reaction records. The task is: describe an organic reaction: reactants, conditions, products, and yield Reactants: CCOC(=O)CCCCCC(C(C)=O)(C(C)=O)C(=O)c1ccc(C#N)cc1, CCOC(C)=O, O, O=C(O)C(F)(F)F. Product: CCOC(=O)CCCCCC(C(C)=O)C(=O)c1ccc(C#N)cc1. Reaction SMILES: [C:1]([CH3:2])(=[O:3])[C:4]([CH2:5][CH2:6][CH2:7][CH2:8][CH2:9][C:10](=[O:11])[O:12][CH2:13][CH3:14])([C:15](=[O:16])[CH3:17])[C:18]([c:19]1[cH:20][cH:21][c:22]([C:25]#[N:26])[cH:23][cH:24]1)=[O:27].[CH3:28][CH2:29][O:30][C:31](=[O:32])[CH3:33].[OH2:34].[OH:35][C:36]([C:37]([F:38])([F:39])[F:40])=[O:41]>>[C:1]([CH3:2])(=[O:3])[CH:4]([CH2:5][CH2:6][CH2:7][CH2:8][CH2:9][C:10](=[O:11])[O:12][CH2:13][CH3:14])[C:18]([c:19]1[cH:20][cH:21][c:22]([C:25]#[N:26])[cH:23][cH:24]1)=[O:27]. The reactants are COC=1C=C2C(=NNC2=CC1)C(=O)NCC1CCN(CC1)CC=1SC=C(N1)C(=O)OC (methyl 2-{[4-({[(5-methoxy-1H-indazol-3-yl)carbonyl]amino}methyl)piperidin-1-yl]methyl}-1,3-thiazole-4-carboxylate), ClCC=1OC=C(N1)C(=O)OC (methyl 2-(chloromethyl)-1,3-oxazole-4-carboxylate). Product: COC=1C=C2C(=NNC2=CC1)C(=O)NCC1CCN(CC1)CC=1OC=C(N1)C(=O)OC (Methyl 2-{[4-({[(5-methoxy-1H-indazol-3-yl)carbonyl]amino}methyl) piperidin-1-yl]methyl}-1,3-oxazole-4-carboxylate). As a reaction SMILES: [CH3:1][O:2][C:3]1[CH:4]=[C:5]2[C:9](=[CH:10][CH:11]=1)[NH:8][N:7]=[C:6]2[C:12]([NH:14][CH2:15][CH:16]1[CH2:21][CH2:20][N:19]([CH2:22][C:23]2S[CH:25]=[C:26]([C:28]([O:30][CH3:31])=[O:29])[N:27]=2)[CH2:18][CH2:17]1)=[O:13].ClCC1[O:35]C=C(C(OC)=O)N=1>>[CH3:1][O:2][C:3]1[CH:4]=[C:5]2[C:9](=[CH:10][CH:11]=1)[NH:8][N:7]=[C:6]2[C:12]([NH:14][CH2:15][CH:16]1[CH2:21][CH2:20][N:19]([CH2:22][C:23]2[O:35][CH:25]=[C:26]([C:28]([O:30][CH3:31])=[O:29])[N:27]=2)[CH2:18][CH2:17]1)=[O:13]. Procedure details: Methyl 2-{[4-({[(5-methoxy-1H-indazol-3-yl)carbonyl]amino}methyl) piperidin-1-yl]methyl}-1,3-oxazole-4-carboxylate 9 was prepared, according to the procedure described for compound 7, using methyl 2-(chloromethyl)-1,3-oxazole-4-carboxylate. Yield: 410 mg, 45%. The reactants are BrC=1C=CC=2N3C4=C(C=C(C=C4C2C1)O)C(C=C3)=O (10-bromo-2-hydroxy-4H-pyrido[3,2,1-jk]carbazole-4-one), ice water, C([O-])([O-])=O.[K+].[K+] (potassium carbonate), Cl.N1=CC(=CC=C1)CCl (3-picolylchloride hydrochloride). Solvent: CS(=O)C (dimethyl sulfoxide). Reaction conditions: time 30 minute. The product is BrC=1C=CC=2N3C4=C(C=C(C=C4C2C1)OCC=1C=NC=CC1)C(C=C3)=O (10-bromo-2-(3-pyridylmethyloxy)-4H-pyrido[3,2,1-jk]carbazole-4-one). Yield: 51.7%. As a reaction SMILES: [Br:1][C:2]1[CH:3]=[CH:4][C:5]2[N:6]3[CH:18]=[CH:17][C:16](=[O:19])[C:8]4[CH:9]=[C:10]([OH:15])[CH:11]=[C:12]([C:13]=2[CH:14]=1)[C:7]3=4.C(=O)([O-])[O-].[K+].[K+].Cl.[N:27]1[CH:32]=[CH:31][CH:30]=[C:29]([CH2:33]Cl)[CH:28]=1>CS(C)=O>[Br:1][C:2]1[CH:3]=[CH:4][C:5]2[N:6]3[CH:18]=[CH:17][C:16](=[O:19])[C:8]4[CH:9]=[C:10]([O:15][CH2:33][C:29]5[CH:28]=[N:27][CH:32]=[CH:31][CH:30]=5)[CH:11]=[C:12]([C:13]=2[CH:14]=1)[C:7]3=4 |f:1.2.3,4.5|. Reported procedure: 10-bromo-2-hydroxy-4H-pyrido[3,2,1-jk]carbazole-4-one (300 mg) obtained in Example 59 was suspended in dimethyl sulfoxide (20 ml), and potassium carbonate (400 mg) was added to the suspension. The mixture was stirred at room temperature for 30 minutes and 3-picolylchloride hydrochloride (180 mg) was added and the mixture was stirred at room temperature for 12 hours. The reaction mixture was poured into ice water (100 ml), and the precipitated crystals were recovered by filtration. The resulting ...